From a dataset of the Open Reaction Database (ORD), a public repository of structured organic reaction records. describe an organic reaction: reactants, conditions, products, and yield The reactants are C[C@@H]1N(CCC1)[C@@H]1CN(CC1)C=1C=C2CCNCC2=CC1 (6-((2S,3′S)-2-methyl-[1,3′]bipyrrolidinyl-1′-yl)-1,2,3,4-tetrahydro-isoquinoline), BrC1=NC=C(C=C1)Cl (2-bromo-5-chloro-pyridine). Yields the product ClC=1C=CC(=NC1)N1CC2=CC=C(C=C2CC1)N1C[C@H](CC1)N1[C@H](CCC1)C (2-(5-Chloro-pyridin-2-yl)-6-((2S,3′S)-2-methyl-[1,3′]bipyrrolidinyl-1′-yl)-1,2,3,4-tetrahydro-isoquinoline). RXN SMILES: [CH3:1][C@H:2]1[CH2:6][CH2:5][CH2:4][N:3]1[C@H:7]1[CH2:11][CH2:10][N:9]([C:12]2[CH:13]=[C:14]3[C:19](=[CH:20][CH:21]=2)[CH2:18][NH:17][CH2:16][CH2:15]3)[CH2:8]1.Br[C:23]1[CH:28]=[CH:27][C:26]([Cl:29])=[CH:25][N:24]=1>>[Cl:29][C:26]1[CH:27]=[CH:28][C:23]([N:17]2[CH2:16][CH2:15][C:14]3[C:19](=[CH:20][CH:21]=[C:12]([N:9]4[CH2:10][CH2:11][C@H:7]([N:3]5[CH2:4][CH2:5][CH2:6][C@@H:2]5[CH3:1])[CH2:8]4)[CH:13]=3)[CH2:18]2)=[N:24][CH:25]=1. Reported procedure: The title compound was synthesized in substantially the same way as Example 1 by condensation of 6-((2S,3′S)-2-methyl-[1,3′]bipyrrolidinyl-1′-yl)-1,2,3,4-tetrahydro-isoquinoline with 2-bromo-5-chloro-pyridine.